describe an organic reaction: reactants, conditions, products, and yield From a dataset of the Open Reaction Database (ORD), a public repository of structured organic reaction records. The reactants are [Br-].OC1=C(C[P+](C2=CC=CC=C2)(C2=CC=CC=C2)C2=CC=CC=C2)C=CC=C1 (2-Hydroxybenzyltriphenylphosphonium bromide), O=C1N(C(C2=CC=CC=C12)=O)CCCC=1C=C(C=O)C=CC1 (3-(3-(1,3-dioxoisoindolin-2-yl)propyl)benzaldehyde). Conditions: time 8 hour. Yields the product OC1=C(/C=C/C=2C=C(C=CC2)CCCN2C(C3=CC=CC=C3C2=O)=O)C=CC=C1 ((E)-2-(3-(3-(2-hydroxystyryl)phenyl)propyl)isoindoline-1,3-dione). Reaction SMILES: [Br-].[OH:2][C:3]1[CH:28]=[CH:27][CH:26]=[CH:25][C:4]=1[CH2:5][P+](C1C=CC=CC=1)(C1C=CC=CC=1)C1C=CC=CC=1.[O:29]=[C:30]1[C:38]2[C:33](=[CH:34][CH:35]=[CH:36][CH:37]=2)[C:32](=[O:39])[N:31]1[CH2:40][CH2:41][CH2:42][C:43]1[CH:44]=[C:45]([CH:48]=[CH:49][CH:50]=1)[CH:46]=O>>[OH:2][C:3]1[CH:28]=[CH:27][CH:26]=[CH:25][C:4]=1/[CH:5]=[CH:46]/[C:45]1[CH:44]=[C:43]([CH2:42][CH2:41][CH2:40][N:31]2[C:32](=[O:39])[C:33]3[C:38](=[CH:37][CH:36]=[CH:35][CH:34]=3)[C:30]2=[O:29])[CH:50]=[CH:49][CH:48]=1 |f:0.1|. Procedure details: 2-Hydroxybenzyltriphenylphosphonium bromide was coupled with phthalimide 29 according to the method used in Example 45 except that the reaction was stirred at room temperature overnight. The reaction mixture was then concentrated under reduced pressure and partitioned between EtOAc and water. The combined organics were washed with saturated aqueous NH4Cl and water, dried over Na2SO4 and concentrated under reduced pressure. Purification by flash chromatography (5 to 60% EtOAc-hexanes gradient) ga... The reactants are CC(=O)O, Nc1ccnc(Cl)c1, O=C1CCC(=O)N1Br. Product: Nc1ccnc(Cl)c1Br. Reaction SMILES: [CH3:17][C:18](=[O:19])[OH:20].[NH2:1][c:2]1[cH:3][c:4]([Cl:8])[n:5][cH:6][cH:7]1.[O:9]=[C:10]1[N:11]([Br:16])[C:12](=[O:13])[CH2:14][CH2:15]1>>[NH2:1][c:2]1[c:3]([Br:16])[c:4]([Cl:8])[n:5][cH:6][cH:7]1. Starting materials: CC(=O)OC(C)=O, CC(=O)O, Nc1ccc(C(=O)Nc2ccc(C(=O)N3CCCCc4ccccc43)cc2)c(Cl)c1, [Na+], [OH-], O=S(=O)(O)O. Yields the product CC(=O)Nc1ccc(C(=O)Nc2ccc(C(=O)N3CCCCc4ccccc43)cc2)c(Cl)c1. RXN SMILES: [CH3:31][C:32](=[O:33])[O:34][C:35](=[O:36])[CH3:37].[CH3:45][C:46](=[O:47])[OH:48].[Cl:1][c:2]1[c:3]([C:4](=[O:5])[NH:6][c:7]2[cH:8][cH:9][c:10]([C:11](=[O:12])[N:13]3[CH2:14][CH2:15][CH2:16][CH2:17][c:18]4[c:19]3[cH:20][cH:21][cH:22][cH:23]4)[cH:24][cH:25]2)[cH:26][cH:27][c:28]([NH2:30])[cH:29]1.[Na+:44].[OH-:43].[S:38](=[O:39])(=[O:40])([OH:41])[OH:42]>>[Cl:1][c:2]1[c:3]([C:4](=[O:5])[NH:6][c:7]2[cH:8][cH:9][c:10]([C:11](=[O:12])[N:13]3[CH2:14][CH2:15][CH2:16][CH2:17][c:18]4[c:19]3[cH:20][cH:21][cH:22][cH:23]4)[cH:24][cH:25]2)[cH:26][cH:27][c:28]([NH:30][C:32]([CH3:31])=[O:33])[cH:29]1. The reactants are COC(=O)C1CCCN1, CN(C)C=O. Product: COC(=O)C1CCCN1C. As a reaction SMILES: [CH3:1][O:2][C:3]([CH:4]1[NH:5][CH2:6][CH2:7][CH2:8]1)=[O:9].[O:10]=[CH:11][N:12]([CH3:13])[CH3:14]>>[CH3:1][O:2][C:3]([CH:4]1[N:5]([CH3:11])[CH2:6][CH2:7][CH2:8]1)=[O:9]. The reactants are O=C([O-])[O-], C1COCCO1, CN(C)CCNC(=O)c1ccc(B(O)O)cc1, [Cs+], [Cs+], CN1C(=O)C2(CC(c3ccccc3)Oc3ccc(Br)cc32)N=C1N, Cl[Pd]Cl, c1ccc(P(c2ccccc2)c2ccccc2)cc1, c1ccc(P(c2ccccc2)c2ccccc2)cc1. Product: CN(C)CCNC(=O)c1ccc(-c2ccc3c(c2)C2(CC(c4ccccc4)O3)N=C(N)N(C)C2=O)cc1. As a reaction SMILES: [C:48](=[O:49])([O-:50])[O-:51].[CH2:42]1[O:43][CH2:44][CH2:45][O:46][CH2:47]1.[CH3:25][N:26]([CH2:27][CH2:28][NH:29][C:30](=[O:31])[c:32]1[cH:33][cH:34][c:35]([B:38]([OH:39])[OH:40])[cH:36][cH:37]1)[CH3:41].[Cs+:52].[Cs+:53].[NH2:1][C:2]1=[N:22][C:5]2([C:4](=[O:23])[N:3]1[CH3:24])[CH2:6][CH:7]([c:16]1[cH:17][cH:18][cH:19][cH:20][cH:21]1)[O:8][c:9]1[cH:10][cH:11][c:12]([Br:15])[cH:13][c:14]12.[Pd:54]([Cl:55])[Cl:56].[c:57]1([P:58]([c:59]2[cH:60][cH:61][cH:62][cH:63][cH:64]2)[c:65]2[cH:66][cH:67][cH:68][cH:69][cH:70]2)[cH:71][cH:72][cH:73][cH:74][cH:75]1.[c:76]1([P:77]([c:78]2[cH:79][cH:80][cH:81][cH:82][cH:83]2)[c:84]2[cH:85][cH:86][cH:87][cH:88][cH:89]2)[cH:90][cH:91][cH:92][cH:93][cH:94]1>>[NH2:1][C:2]1=[N:22][C:5]2([C:4](=[O:23])[N:3]1[CH3:24])[CH2:6][CH:7]([c:16]1[cH:17][cH:18][cH:19][cH:20][cH:21]1)[O:8][c:9]1[cH:10][cH:11][c:12](-[c:35]3[cH:34][cH:33][c:32]([C:30]([NH:29][CH2:28][CH2:27][N:26]([CH3:25])[CH3:41])=[O:31])[cH:37][cH:36]3)[cH:13][c:14]12. Reactants: CC(C)(C)OC(=O)N1CC1CO[Si](C)(C)C(C)(C)C, CCCC[N+](CCCC)(CCCC)CCCC, C1CCOC1, C1CCOC1, CCOCC, CN(C)c1ccncc1, ClCCl, [F-], O=[N+]([O-])c1ccc(S(=O)(=O)Cl)cc1. Yields the product CC(C)(C)OC(=O)N1CC1COS(=O)(=O)c1ccc([N+](=O)[O-])cc1. Reaction SMILES: [C:1]([Si:2]([CH3:3])([CH3:4])[O:6][CH2:7][CH:8]1[N:9]([C:11](=[O:12])[O:13][C:14]([CH3:15])([CH3:16])[CH3:17])[CH2:10]1)([CH3:5])([CH3:18])[CH3:19].[CH2:21]([N+:22]([CH2:23][CH2:24][CH2:25][CH3:26])([CH2:27][CH2:28][CH2:29][CH3:30])[CH2:31][CH2:32][CH2:33][CH3:34])[CH2:35][CH2:36][CH3:37].[CH2:38]1[O:39][CH2:40][CH2:41][CH2:42]1.[CH2:56]1[O:57][CH2:58][CH2:59][CH2:60]1.[CH3:61][CH2:62][O:63][CH2:64][CH3:65].[CH3:66][N:67]([c:68]1[cH:69][cH:70][n:71][cH:72][cH:73]1)[CH3:74].[Cl:75][CH2:76][Cl:77].[F-:20].[N+:43](=[O:44])([O-:45])[c:46]1[cH:47][cH:48][c:49]([S:52](=[O:53])(=[O:54])[Cl:55])[cH:50][cH:51]1>>[O:6]([CH2:7][CH:8]1[N:9]([C:11](=[O:12])[O:13][C:14]([CH3:15])([CH3:16])[CH3:17])[CH2:10]1)[S:52]([c:49]1[cH:48][cH:47][c:46]([N+:43](=[O:44])[O-:45])[cH:51][cH:50]1)(=[O:53])=[O:54]. Starting materials: O=C(CC(=O)OCC[Si](C)(C)C)C (2-(Trimethylsilyl)ethyl 3-oxobutanoate), FC(C=1C=C(N)C=CC1)(F)F (3-(trifluoromethyl)aniline), C(C)(=O)O (acetic acid). The solvent is C1=CC=CC=C1 (benzene). Yields the product FC(C=1C=C(C=CC1)NC(=CC(=O)OCC[Si](C)(C)C)C)(F)F (2-(Trimethylsilyl)ethyl 3-{[3-(trifluoromethyl)phenyl]amino}-2-butenoate). Reaction SMILES: O=[C:2]([CH3:13])[CH2:3][C:4]([O:6][CH2:7][CH2:8][Si:9]([CH3:12])([CH3:11])[CH3:10])=[O:5].[F:14][C:15]([F:24])([F:23])[C:16]1[CH:17]=[C:18]([CH:20]=[CH:21][CH:22]=1)[NH2:19].C(O)(=O)C>C1C=CC=CC=1>[F:14][C:15]([F:23])([F:24])[C:16]1[CH:17]=[C:18]([NH:19][C:2]([CH3:13])=[CH:3][C:4]([O:6][CH2:7][CH2:8][Si:9]([CH3:12])([CH3:11])[CH3:10])=[O:5])[CH:20]=[CH:21][CH:22]=1. Procedure details: To a solution of 3.75 g (1.5 mmol) of the compound of Example 39A in 55 ml benzene are added 3 g (18.5 mmol) 3-(trifluoromethyl)aniline and 1.1 g (18.5 mmol) acetic acid. The mixture is stirred under reflux overnight using a Dean-Stark trap to remove water. After removal of the solvent in vacuo, the residue is purified by preparative HPLC (column: YMC C18 ODS-AQ 250 mm×30 mm, 11 μm; solvent A: acetonitrile, solvent B: water; gradient: 0 min 10% A, 3 min 10% A, 11 min 90% A, 13 min 90% A, 13.2 mi... Starting materials: BrC1=CC=C(C=C1)C1=C(C(=NO1)C)N (5-(4-bromo-phenyl)-3-methyl-isoxazol-4-ylamine), CC(CC=O)(C)C (3,3-dimethyl-butyraldehyde). Yields the product BrC1=CC=C(C=C1)C1=C(C(=NO1)C)NCCC(C)(C)C ([5-(4-Bromo-phenyl)-3-methyl-isoxazol-4-yl]-(3,3-dimethyl-butyl)-amine). Reaction SMILES: [Br:1][C:2]1[CH:7]=[CH:6][C:5]([C:8]2[O:12][N:11]=[C:10]([CH3:13])[C:9]=2[NH2:14])=[CH:4][CH:3]=1.[CH3:15][C:16]([CH3:21])([CH3:20])[CH2:17][CH:18]=O>>[Br:1][C:2]1[CH:3]=[CH:4][C:5]([C:8]2[O:12][N:11]=[C:10]([CH3:13])[C:9]=2[NH:14][CH2:18][CH2:17][C:16]([CH3:21])([CH3:20])[CH3:15])=[CH:6][CH:7]=1. Procedure: Prepared according to the procedure described in Example 20, Step 1, using 5-(4-bromo-phenyl)-3-methyl-isoxazol-4-ylamine and 3,3-dimethyl-butyraldehyde.